From a dataset of the Open Reaction Database (ORD), a public repository of structured organic reaction records. describe an organic reaction: reactants, conditions, products, and yield Starting materials: C1=CC=CC=2SC3=CC=CC=C3NC12 (phenothiazine), C1(=CC=CC=C1)SC(C)O (phenylthioethanol), C1=CC=CC=2SC3=CC=CC=C3NC12 (phenothiazine). Reagents/catalysts: S(O)(O)(=O)=O (sulfuric acid). The solvent is C1(=CC=CC=C1)C (toluene), C1(=CC=CC=C1)C (toluene). The product is phenylthiothethanol, C1(=CC=CC=C1)S (thiophenol), C1CO1 (ethylene oxide). RXN SMILES: [CH:1]1[C:14]2NC3C(=CC=CC=3)[S:6][C:5]=2[CH:4]=[CH:3][CH:2]=1.C1(S[CH:22]([OH:24])[CH3:23])C=CC=CC=1>S(=O)(=O)(O)O.C1(C)C=CC=CC=1>[C:5]1([SH:6])[CH:14]=[CH:1][CH:2]=[CH:3][CH:4]=1.[CH2:22]1[O:24][CH2:23]1. Procedure: One mole of phenothiazine is placed in a one liter, round bottom flask with 300 ml of toluene. The reaction is maintained under a nitrogen blanket. To the mixture of the phenothiazine and toluene is added 0.05 mole of sulfuric acid as a catalyst. The mixture is then heated to reflux temperature and 1.1 moles of phenylthioethanol is added dropwise over a period of approximately 90 minutes. The phenylthiothethanol is obtained from the reaction of thiophenol and ethylene oxide with a basic catalyst...